From a dataset of the Open Reaction Database (ORD), a public repository of structured organic reaction records. describe an organic reaction: reactants, conditions, products, and yield Starting materials: [BH4-], C=CCC(F)(F)COCc1ccccc1, [Na+], [Na+], C1CCOC1, [OH-], O, OO. Product: OCCCC(F)(F)COCc1ccccc1. Reaction SMILES: [BH4-:16].[F:1][C:2]([CH2:3][O:4][CH2:5][c:6]1[cH:7][cH:8][cH:9][cH:10][cH:11]1)([CH2:12][CH:13]=[CH2:14])[F:15].[Na+:17].[Na+:19].[O:22]1[CH2:23][CH2:24][CH2:25][CH2:26]1.[OH-:18].[OH2:27].[OH:20][OH:21]>>[F:1][C:2]([CH2:3][O:4][CH2:5][c:6]1[cH:7][cH:8][cH:9][cH:10][cH:11]1)([CH2:12][CH2:13][CH2:14][OH:18])[F:15]. Reactants: N1=CC=CC=C1 (pyridine), CC(C(O)C=1C=NC=NC1)C (2-methyl-1-(pyrimid-5-yl)-propan-1-ol), CCOCC (ether). The reagents and catalysts are [O-2].[Cr+6].[O-2].[O-2] (chromium (VI) oxide). Solvent: ClCCl (dichloromethane), ClCCl (dichloromethane). Run at time 5 hour. Product: CC(C(=O)C=1C=NC=NC1)C (2-methyl-1-(pyrimid-5-yl)-propan-1-one). Yield: 48.0%. Reaction SMILES: N1C=CC=CC=1.[CH3:7][CH:8]([CH3:17])[CH:9]([C:11]1[CH:12]=[N:13][CH:14]=[N:15][CH:16]=1)[OH:10].CCOCC>ClCCl.[O-2].[Cr+6].[O-2].[O-2]>[CH3:7][CH:8]([CH3:17])[C:9]([C:11]1[CH:16]=[N:15][CH:14]=[N:13][CH:12]=1)=[O:10] |f:4.5.6.7|. Reported procedure: To a suspension of chromium (VI) oxide (12.87 g, 65 mmol) in dry dichloromethane (500 ml) was added dry pyridine (10.27 g, 130 mmol) and the mixture stirred for 0 5 h. Then a solution of 2-methyl-1-(pyrimid-5-yl)-propan-1-ol, prepared in stage 1, (1.52 g, 10 mmol) in dry dichloromethane (100 ml) was added dropwise with stirring. After 2 hours the reaction mixture was poured into ether (1000 ml) and then filtered. The filtrate was washed with copper sulphate solution (4×400 ml), brine solution (2... RXN SMILES: Br[C:2]1[CH:3]=[CH:4][C:5]2[O:14][CH2:13][CH2:12][C:11]3[S:10][C:9]([C:15]4[N:16]([CH:20]([CH3:22])[CH3:21])[N:17]=[CH:18][N:19]=4)=[N:8][C:7]=3[C:6]=2[CH:23]=1.[CH3:24][C:25]1[C:30](B(O)O)=[CH:29][CH:28]=[CH:27][N:26]=1.C([O-])(=O)C.[K+].CN(C=O)C>C1C=CC([P]([Pd]([P](C2C=CC=CC=2)(C2C=CC=CC=2)C2C=CC=CC=2)([P](C2C=CC=CC=2)(C2C=CC=CC=2)C2C=CC=CC=2)[P](C2C=CC=CC=2)(C2C=CC=CC=2)C2C=CC=CC=2)(C2C=CC=CC=2)C2C=CC=CC=2)=CC=1.O>[CH:20]([N:16]1[C:15]([C:9]2[S:10][C:11]3[CH2:12][CH2:13][O:14][C:5]4[CH:4]=[CH:3][C:2]([C:30]5[C:25]([CH3:24])=[N:26][CH:27]=[CH:28][CH:29]=5)=[CH:23][C:6]=4[C:7]=3[N:8]=2)=[N:19][CH:18]=[N:17]1)([CH3:22])[CH3:21] |f:2.3,^1:47,49,68,87|. Isolated yield 28.7%. The reagents and catalysts are C=1C=CC(=CC1)[P](C=2C=CC=CC2)(C=3C=CC=CC3)[Pd]([P](C=4C=CC=CC4)(C=5C=CC=CC5)C=6C=CC=CC6)([P](C=7C=CC=CC7)(C=8C=CC=CC8)C=9C=CC=CC9)[P](C=1C=CC=CC1)(C=1C=CC=CC1)C=1C=CC=CC1 (tetrakis(triphenylphosphine)palladium(0)). The solvent is O (water). Conditions: temperature 105 celsius, time 24 hour. Product: C(C)(C)N1N=CN=C1C=1SC=2CCOC3=C(C2N1)C=C(C=C3)C=3C(=NC=CC3)C (2-(2-Isopropyl-2H-[1,2,4]triazol-3-yl)-9-(2-methyl-pyridin-3-yl)-4,5-dihydro-6-oxa-3-thia-1-aza-benzo[e]azulene). The reactants are BrC=1C=CC2=C(C=3N=C(SC3CCO2)C=2N(N=CN2)C(C)C)C1 (9-Bromo-2-(2-isopropyl-2H-[1,2,4]triazol-3-yl)-4,5-dihydro-6-oxa-3-thia-1-aza-benzo[e]azulene), CC1=NC=CC=C1B(O)O (2-methylpyridin-3-ylboronic acid), C(C)(=O)[O-].[K+] (potassium acetate), CN(C)C=O (DMF). Procedure details: To 9-Bromo-2-(2-isopropyl-2H-[1,2,4]triazol-3-yl)-4,5-dihydro-6-oxa-3-thia-1-aza-benzo[e]azulene from Example 6 (0.388 g, 0.992 mmol), 2-methylpyridin-3-ylboronic acid (0.176 g, 1.29 mmol), potassium acetate (0.389 g, 3.96 mmol), and tetrakis(triphenylphosphine)palladium(0) (57 mg, 0.049 mmol) was added DMF (20 mL) and water (1 mL). Nitrogen was bubbled through the reaction mixture for 5 minutes. The reaction mixture was allowed to stir at 105° C. for 24 hours before cooling, diluting with EtOAc... Reactants: N (NH3), N1(CCCC2=CC=CC=C12)C=1C(=NC=CC1)C#N (3-(3,4-dihydro-2H-quinoline-1-yl)pyridine-2-carbonitrile). Reagents/catalysts: [Ni] (Ni). Solvent: CO (MeOH). Run at time 4 hour. The product is N1(CCCC2=CC=CC=C12)C=1C(=NC=CC1)CN (C-[3-(3,4-dihydro-2H-quinoline-1-yl)pyridine-2-yl]methylamine). RXN SMILES: [N:1]1([C:11]2[C:12]([C:17]#[N:18])=[N:13][CH:14]=[CH:15][CH:16]=2)[C:10]2[C:5](=[CH:6][CH:7]=[CH:8][CH:9]=2)[CH2:4][CH2:3][CH2:2]1.N>[Ni].CO>[N:1]1([C:11]2[C:12]([CH2:17][NH2:18])=[N:13][CH:14]=[CH:15][CH:16]=2)[C:10]2[C:5](=[CH:6][CH:7]=[CH:8][CH:9]=2)[CH2:4][CH2:3][CH2:2]1. Reported procedure: Raney-Ni slurry (6 g) was placed in a 1 L heavy-duty hydrogenation flask under a N2 blanket. The catalyst was allowed to settle and the supernatant was removed by suction. The catalyst was washed with anhydrous MeOH (100 mL×3) by settlement and suction. Then 3-(3,4-dihydro-2H-quinoline-1-yl)pyridine-2-carbonitrile (2.35 g, 10 mmol) was added as a MeOH solution (170 mL) and the mixture was saturated with NH3 by bubbling anhydrous NH3 through the mixture for 10 minutes at room temperature. The mix...